The task is: describe an organic reaction: reactants, conditions, products, and yield. This data is from the Open Reaction Database (ORD), a public repository of structured organic reaction records. Reactants: COC(C(NC(C)=O)CCC1=NC(=CC(=C1)C)N)=O (N-Acetyl-α-(2-(6-amino-4-methylpyrid-2-yl)ethyl)glycine methyl ester), Cl (hydrochloric acid). Yields the product Cl.Cl.NC1=CC(=CC(=N1)CCC(N)C(=O)O)C (α-(2-(6-amino-4-methylpyrid-2-yl)ethyl)glycine dihydrochloride). The yield is 58.0%. As a reaction SMILES: C[O:2][C:3](=[O:19])[CH:4]([CH2:9][CH2:10][C:11]1[CH:16]=[C:15]([CH3:17])[CH:14]=[C:13]([NH2:18])[N:12]=1)[NH:5]C(=O)C.[ClH:20]>>[ClH:20].[ClH:20].[NH2:18][C:13]1[N:12]=[C:11]([CH2:10][CH2:9][CH:4]([C:3]([OH:19])=[O:2])[NH2:5])[CH:16]=[C:15]([CH3:17])[CH:14]=1 |f:2.3.4|. Procedure: N-Acetyl-α-(2-(6-amino-4-methylpyrid-2-yl)ethyl)glycine methyl ester (200 mg, 0.75 mmol) was heated in 6.0 mL of refluxing 2 N aqueous hydrochloric acid for 2.5 h. The solution was cooled and evaporated. The residue was dissolved in 2.75 mL of warm methanol and the solution was concentrated to a volume of 1-1.5 mL. Ethyl acetate (1.0 mL) and seed crystals were added. The crystals were separated using a Craig tube and recrystallized again to give 122 mg (58% yield) of α-(2-(6-amino-4-methylpyrid-... Starting materials: CC1N(CCC1)CC1=C(C=CC(=C1)C(F)(F)F)B(O)O (2-((2-Methylpyrrolidin-1-yl)-methyl)-4-(trifluoromethyl)phenylboronic acid), IC1=CC(=NC=N1)OC1=CC=CC2=C1N=C(S2)N (4-(6-iodopyrimidin-4-yloxy)benzo[d]thiazol-2-amine). The product is CC1N(CCC1)CC1=C(C=CC(=C1)C(F)(F)F)C1=CC(=NC=N1)OC1=CC=CC2=C1N=C(S2)N (4-(6-(2-((2-Methylpyrrolidin-1-yl)methyl)-4-(trifluoromethyl)phenyl)pyrimidin-4-yloxy)benzo[d]thiazol-2-amine). RXN SMILES: [CH3:1][CH:2]1[CH2:6][CH2:5][CH2:4][N:3]1[CH2:7][C:8]1[CH:13]=[C:12]([C:14]([F:17])([F:16])[F:15])[CH:11]=[CH:10][C:9]=1B(O)O.I[C:22]1[N:27]=[CH:26][N:25]=[C:24]([O:28][C:29]2[C:34]3[N:35]=[C:36]([NH2:38])[S:37][C:33]=3[CH:32]=[CH:31][CH:30]=2)[CH:23]=1>>[CH3:1][CH:2]1[CH2:6][CH2:5][CH2:4][N:3]1[CH2:7][C:8]1[CH:13]=[C:12]([C:14]([F:17])([F:16])[F:15])[CH:11]=[CH:10][C:9]=1[C:22]1[N:27]=[CH:26][N:25]=[C:24]([O:28][C:29]2[C:34]3[N:35]=[C:36]([NH2:38])[S:37][C:33]=3[CH:32]=[CH:31][CH:30]=2)[CH:23]=1. Procedure: 2-((2-Methylpyrrolidin-1-yl)-methyl)-4-(trifluoromethyl)phenylboronic acid, Example 19(b), (72 mg, 0.25 mmol) and 4-(6-iodopyrimidin-4-yloxy)benzo[d]thiazol-2-amine (93 mg, 0.25 mmol, prepared as described in WO04014871) was reacted under conditions of Example 19(f) to give the title compound. MS (ESI, pos. ion.) m/z: 486 (M+1). The reactants are BrC1=C(C=C(C=C1)C(F)(F)F)C(C)O (1-(2-Bromo-5-trifluoromethyl-phenyl)-ethanol), C[N+]1(CCOCC1)[O-] (N-methylmorpholine N-oxide), CC#N (MeCN). The reagents and catalysts are [Ru](=O)(=O)(=O)[O-].C(CC)[N+](CCC)(CCC)CCC (tetrapropylammonium perruthenate). The solvent is C(Cl)Cl (CH2Cl2). Yields the product BrC1=C(C=C(C=C1)C(F)(F)F)C(C)=O (1-(2-Bromo-5-trifluoromethyl-phenyl)-ethanone). Reaction SMILES: [Br:1][C:2]1[CH:7]=[CH:6][C:5]([C:8]([F:11])([F:10])[F:9])=[CH:4][C:3]=1[CH:12]([OH:14])[CH3:13].C[N+]1([O-])CCOCC1.CC#N>C(Cl)Cl.[Ru]([O-])(=O)(=O)=O.C([N+](CCC)(CCC)CCC)CC>[Br:1][C:2]1[CH:7]=[CH:6][C:5]([C:8]([F:10])([F:11])[F:9])=[CH:4][C:3]=1[C:12](=[O:14])[CH3:13] |f:4.5|. Procedure details: 1-(2-Bromo-5-trifluoromethyl-phenyl)-ethanol (0.914 g, 3.40 mmol), N-methylmorpholine N-oxide (0.731 g, 6.24 mmol), and tetrapropylammonium perruthenate (0.109 g, 0.31 mmol) were combined in CH2Cl2 (18 mL) and MeCN (0.9 mL) and stirred at room temperature for 30 minutes. Once no starting material was seen by analytical LCMS, the mixture was filtered through Celite and purified by silica gel chromatography (0-100% EtOAc in hexanes) to give the title compound. Reactants: CO, CC(Cc1c[nH]c2c(NC(=O)OC(C)(C)C)cccc12)N1CC(c2cccc(Cl)c2)OC1=O, Cl. Product: CC(Cc1c[nH]c2c(N)cccc12)N1CC(c2cccc(Cl)c2)OC1=O. Reaction SMILES: [CH3:35][OH:36].[Cl:1][c:2]1[cH:3][c:4]([CH:8]2[CH2:9][N:10]([CH:14]([CH2:15][c:16]3[cH:17][nH:18][c:19]4[c:20]([NH:25][C:26](=[O:27])[O:28][C:29]([CH3:30])([CH3:31])[CH3:32])[cH:21][cH:22][cH:23][c:24]34)[CH3:33])[C:11](=[O:13])[O:12]2)[cH:5][cH:6][cH:7]1.[ClH:34]>>[Cl:1][c:2]1[cH:3][c:4]([CH:8]2[CH2:9][N:10]([CH:14]([CH2:15][c:16]3[cH:17][nH:18][c:19]4[c:20]([NH2:25])[cH:21][cH:22][cH:23][c:24]34)[CH3:33])[C:11](=[O:13])[O:12]2)[cH:5][cH:6][cH:7]1.